describe an organic reaction: reactants, conditions, products, and yield From a dataset of the Open Reaction Database (ORD), a public repository of structured organic reaction records. Starting materials: ICC (Iodoethane), C[Si](C)(C)[N-][Si](C)(C)C.[Li+] (Lithium bis(trimethylsilyl)amide), ClC=1C=C(C=CC1B1OC(C(O1)(C)C)(C)C)CC(=O)OC (methyl 2-(3-chloro-4-(4,4,5,5-tetramethyl-1,3,2-dioxaborolan-2-yl)phenyl)acetate), ClC=1C=C(C=CC1B1OC(C(O1)(C)C)(C)C)CC(=O)OC (methyl 2-(3-chloro-4-(4,4,5,5-tetramethyl-1,3,2-dioxaborolan-2-yl)phenyl)acetate), [Cl-].[NH4+] (Ammonium chloride). Reagents/catalysts: [Ag] (silver). The solvent is C1CCOC1 (THF), C(C)(=O)OCC (ethyl acetate). Conditions: temperature 0 celsius, time 30 minute. The product is ClC=1C=C(C=CC1B1OC(C(O1)(C)C)(C)C)C(C(=O)OC)CC (methyl 2-(3-chloro-4-(4,4,5,5-tetramethyl-1,3,2-dioxaborolan-2-yl)phenyl)butanoate). Yield: 62.9%. As a reaction SMILES: C[Si]([N-][Si](C)(C)C)(C)C.[Li+].[Cl:11][C:12]1[CH:13]=[C:14]([CH2:27][C:28]([O:30][CH3:31])=[O:29])[CH:15]=[CH:16][C:17]=1[B:18]1[O:22][C:21]([CH3:24])([CH3:23])[C:20]([CH3:26])([CH3:25])[O:19]1.I[CH2:33][CH3:34].[Cl-].[NH4+]>C1COCC1.[Ag].C(OCC)(=O)C>[Cl:11][C:12]1[CH:13]=[C:14]([CH:27]([CH2:33][CH3:34])[C:28]([O:30][CH3:31])=[O:29])[CH:15]=[CH:16][C:17]=1[B:18]1[O:22][C:21]([CH3:23])([CH3:24])[C:20]([CH3:25])([CH3:26])[O:19]1 |f:0.1,4.5|. Reported procedure: Lithium bis(trimethylsilyl)amide (3.86 mL, 3.86 mmol) was added to methyl 2-(3-chloro-4-(4,4,5,5-tetramethyl-1,3,2-dioxaborolan-2-yl)phenyl)acetate (Intermediate 2-7; 1 g, 3.22 mmol) in THF (10 mL) cooled to 0° C. under nitrogen. The resulting solution was stirred at 0° C. for 30 minutes. Iodoethane, stabilized with silver (0.258 mL, 3.22 mmol), was added and the reaction stirred for 30 minutes. Ammonium chloride (satd) (25 mL) added with vigorous stirring, ethyl acetate (50 mL) added and the or... Reactants: C=1C=C(C(=C(C1)Cl)Cl)N2CCN(CC2)CCCCOC=3C=CC4=C(C3)NC(=O)CC4 (aripiprazole), C(C1=CC=CC=C1)N(C(=O)Cl)CC1=CC=CC=C1 (dibenzylcarbamoyl chloride), CC1OCCC1 (2-methyltetrahydrofuran). The solvent is C(C)(=O)OCC (ethyl acetate), O (water). Product: C(C1=CC=CC=C1)N(C(OC1=NC2=CC(=CC=C2CC1)OCCCCN1CCN(CC1)C1=C(C(=CC=C1)Cl)Cl)=O)CC1=CC=CC=C1 (7-(4-(4-(2,3-dichlorophenyl)piperazin-1-yl)butoxy)-3,4-dihydroquinolin-2-yl dibenzylcarbamate). Reaction SMILES: [CH:1]1[CH:2]=[C:3]([N:9]2[CH2:14][CH2:13][N:12]([CH2:15][CH2:16][CH2:17][CH2:18][O:19][C:20]3[CH:21]=[CH:22][C:23]4[CH2:30][CH2:29][C:27](=[O:28])[NH:26][C:24]=4[CH:25]=3)[CH2:11][CH2:10]2)[C:4]([Cl:8])=[C:5]([Cl:7])[CH:6]=1.[CH2:31]([N:38]([CH2:42][C:43]1[CH:48]=[CH:47][CH:46]=[CH:45][CH:44]=1)[C:39](Cl)=[O:40])[C:32]1[CH:37]=[CH:36][CH:35]=[CH:34][CH:33]=1.CC1CCCO1>C(OCC)(=O)C.O>[CH2:42]([N:38]([CH2:31][C:32]1[CH:37]=[CH:36][CH:35]=[CH:34][CH:33]=1)[C:39](=[O:40])[O:28][C:27]1[CH2:29][CH2:30][C:23]2[C:24](=[CH:25][C:20]([O:19][CH2:18][CH2:17][CH2:16][CH2:15][N:12]3[CH2:13][CH2:14][N:9]([C:3]4[CH:2]=[CH:1][CH:6]=[C:5]([Cl:7])[C:4]=4[Cl:8])[CH2:10][CH2:11]3)=[CH:21][CH:22]=2)[N:26]=1)[C:43]1[CH:44]=[CH:45][CH:46]=[CH:47][CH:48]=1. Procedure details: A mixture of aripiprazole (1.5 g, 3.3 mmol), dibenzylcarbamoyl chloride (1.74 g, 6.7 mmol) silver carbonate (3.75 g, 13.4 mmol) and 2-methyltetrahydrofuran (30 mL) was heated at reflux for 4 days. The reaction mixture was cooled, diluted with ethyl acetate and water, and then filtered through celite. The organic phase was separated, dried over MgSO4 and evaporated. The residue obtained was further purified on silica eluting with ethyl acetate/tetrahydrofuran to give after evaporation of the majo... Reactants: COP(C)OC, CC#N, O=[N+]([O-])c1ccc(Oc2ccc(C(F)(F)F)cc2Cl)cc1[N+](=O)[O-], O=[N+]([O-])C1C(Cl)=C(OC2=C(Cl)C([N+](=O)[O-])C(c3ccccc3C(F)(F)F)([N+](=O)[O-])C=C2)C=CC1(c1ccccc1C(F)(F)F)[N+](=O)[O-]. Product: COP(C)(=O)c1cc(Oc2ccc(C(F)(F)F)cc2Cl)ccc1[N+](=O)[O-]. Reaction SMILES: [CH3:72][P:73]([O:74][CH3:75])[O:76][CH3:77].[CH3:78][C:79]#[N:80].[Cl:1][c:2]1[c:3]([O:4][c:5]2[cH:6][c:7]([N+:14]([O-:15])=[O:16])[c:8]([N+:11](=[O:12])[O-:13])[cH:9][cH:10]2)[cH:17][cH:18][c:19]([C:21]([F:22])([F:23])[F:24])[cH:20]1.[Cl:25][C:26]1=[C:47]([O:48][C:49]2=[C:70]([Cl:71])[CH:66]([N+:67]([O-:68])=[O:69])[C:52]([N+:53]([O-:54])=[O:55])([c:56]3[cH:57][cH:58][cH:59][cH:60][c:61]3[C:62]([F:63])([F:64])[F:65])[CH:51]=[CH:50]2)[CH:46]=[CH:45][C:31]([c:32]2[cH:33][cH:34][cH:35][cH:36][c:37]2[C:38]([F:39])([F:40])[F:41])([N+:42]([O-:43])=[O:44])[CH:27]1[N+:28]([O-:29])=[O:30]>>[Cl:1][c:2]1[c:3]([O:4][c:5]2[cH:6][c:7]([P:73]([CH3:72])([O:74][CH3:75])=[O:76])[c:8]([N+:11](=[O:12])[O-:13])[cH:9][cH:10]2)[cH:17][cH:18][c:19]([C:21]([F:22])([F:23])[F:24])[cH:20]1. Starting materials: ClC1=C(C=CC=C1)S(=O)(=O)NCC(C)C (2-chloro-N-isobutyl-benzenesulfonamide), BrC1=NC=CC(=C1)CO ((2-bromo-pyridin-4-yl)-methanol), C1(=CC=CC=C1)P(C1=CC=CC=C1)C1=CC=CC=C1 (triphenylphosphine), N(=NC(=O)OCC)C(=O)OCC (diethyl azodicarboxylate). The solvent is O1CCCC1 (tetrahydrofuran). The product is BrC1=NC=CC(=C1)CN(S(=O)(=O)C1=C(C=CC=C1)Cl)CC(C)C (N-(2-bromo-pyridin-4-ylmethyl)-2-chloro-N-isobutyl-benzenesulfonamide). As a reaction SMILES: [Cl:1][C:2]1[CH:7]=[CH:6][CH:5]=[CH:4][C:3]=1[S:8]([NH:11][CH2:12][CH:13]([CH3:15])[CH3:14])(=[O:10])=[O:9].[Br:16][C:17]1[CH:22]=[C:21]([CH2:23]O)[CH:20]=[CH:19][N:18]=1.C1(P(C2C=CC=CC=2)C2C=CC=CC=2)C=CC=CC=1.N(C(OCC)=O)=NC(OCC)=O>O1CCCC1>[Br:16][C:17]1[CH:22]=[C:21]([CH2:23][N:11]([CH2:12][CH:13]([CH3:15])[CH3:14])[S:8]([C:3]2[CH:4]=[CH:5][CH:6]=[CH:7][C:2]=2[Cl:1])(=[O:9])=[O:10])[CH:20]=[CH:19][N:18]=1. Procedure: In analogy to example 45, step 1, 2-chloro-N-isobutyl-benzenesulfonamide (example 42, step 1) was reacted with (2-bromo-pyridin-4-yl)-methanol (CAS [118289-16-0]), triphenylphosphine and diethyl azodicarboxylate in tetrahydrofuran to give N-(2-bromo-pyridin-4-ylmethyl)-2-chloro-N-isobutyl-benzenesulfonamide as a colorless oil. MS: 417.2 ([M+H]+) Reactants: O (water), ClCC1=CC=C(C=C1)CNC(C)=O (N-(4-chloromethylphenylmethyl)acetamide), CN(C1=NC(=NC(=C1)N(C)C)N1CCNCC1)C (1-(4,6-bis(dimethylamino)pyrimidin-2-yl)piperazine), C([O-])([O-])=O.[K+].[K+] (potassium carbonate). Run in CN(C=O)C (dimethylformamide). Yields the product CN(C1=NC(=NC(=C1)N(C)C)N1CCN(CC1)CC1=CC=C(C=C1)CNC(C)=O)C (N-(4-((4-(4,6-bis(Dimethylamino)-pyrimidin-2-yl)piperazin-1-yl)methyl)phenylmethyl)acetamide). Isolated yield 109.8%. As a reaction SMILES: Cl[CH2:2][C:3]1[CH:8]=[CH:7][C:6]([CH2:9][NH:10][C:11](=[O:13])[CH3:12])=[CH:5][CH:4]=1.[CH3:14][N:15]([CH3:31])[C:16]1[CH:21]=[C:20]([N:22]([CH3:24])[CH3:23])[N:19]=[C:18]([N:25]2[CH2:30][CH2:29][NH:28][CH2:27][CH2:26]2)[N:17]=1.C(=O)([O-])[O-].[K+].[K+].O>CN(C)C=O>[CH3:23][N:22]([CH3:24])[C:20]1[CH:21]=[C:16]([N:15]([CH3:14])[CH3:31])[N:17]=[C:18]([N:25]2[CH2:30][CH2:29][N:28]([CH2:2][C:3]3[CH:8]=[CH:7][C:6]([CH2:9][NH:10][C:11](=[O:13])[CH3:12])=[CH:5][CH:4]=3)[CH2:27][CH2:26]2)[N:19]=1 |f:2.3.4|. Procedure details: A solution of N-(4-chloromethylphenylmethyl)acetamide (0.7 g), 1-(4,6-bis(dimethylamino)pyrimidin-2-yl)piperazine (0.9 g) and potassium carbonate (0.7 g) in dimethylformamide (10 ml) was stirred at 80° C. for 6 hr. The reaction mixture was poured into water (100 ml) and extracted with ethyl acetate. The extract was washed with saturated brine and dried over anhydrous sodium sulfate. The solvent was evaporated to give a brown solid (1.6 g). The obtained brown solid was crystallized from ethyl ace... The reactants are C(C)(C)(C)C1=CC=C(CCl)C=C1 (4-tert-butylbenzyl chloride), saturated solution, [Cl-].[NH4+] (ammonium chloride), ClC[Si](Cl)(C)C (chloromethyldimethylchlorosilane), [Mg] (magnesium), II (iodine), C(C)(C)(C)C1=CC=C(CCl)C=C1 (4-tert-butylbenzyl chloride). The solvent is C(C)OCC (diethyl ether), C(C)OCC (diethyl ether), C(C)OCC (diethyl ether). Reaction conditions: time 2 hour. Product: C[Si](CCl)(CC1=CC=C(C=C1)C(C)(C)C)C (Dimethyl-4-tert-butylbenzylchloromethylsilane). RXN SMILES: [Mg].[C:2]([C:6]1[CH:13]=[CH:12][C:9]([CH2:10]Cl)=[CH:8][CH:7]=1)([CH3:5])([CH3:4])[CH3:3].II.[Cl:16][CH2:17][Si:18]([CH3:21])([CH3:20])Cl.[Cl-].[NH4+]>C(OCC)C>[CH3:20][Si:18]([CH3:21])([CH2:10][C:9]1[CH:12]=[CH:13][C:6]([C:2]([CH3:5])([CH3:4])[CH3:3])=[CH:7][CH:8]=1)[CH2:17][Cl:16] |f:4.5|. Reported procedure: 1.2 g (0.05M) of magnesium shavings are charged into 20 ml of diethyl ether. After the addition of about 1 ml of 4-tert-butylbenzyl chloride, the batch is heated to boiling point and a number of iodine crsytals are added. After the onset of the reaction, the rest of the 4-tert-butylbenzyl chloride (a total of 10 g [0.055M] in 80 ml of diethyl ether) is added dropwise such that the temperature is kept at 25°-30° C. The reaction mixture is stirred further for 2 hours at room temperature. 7.2 g (0.... Starting materials: C=CCOC(=O)C(=O)N1C(=O)C(C(C)O[Si](C)(C)C(C)(C)C)C1C(C)C(=S)SC, C=CCOC(=O)C(=O)N1C(=O)C(C(C)O[Si](C)(C)C(C)(C)C)C1C(C)C(=S)SC, Cc1ccccc1, CCOP(OCC)OCC. Product: C=CCOC(=O)C1=C(SC)C(C)C2C(C(C)O[Si](C)(C)C(C)(C)C)C(=O)N12. Reaction SMILES: [CH2:11]([CH:12]=[CH2:13])[O:14][C:15]([C:16]([N:18]1[C:19](=[O:38])[CH:20]([CH:28]([CH3:29])[O:30][Si:31]([CH3:32])([CH3:33])[C:34]([CH3:35])([CH3:36])[CH3:37])[CH:21]1[CH:22]([CH3:23])[C:24](=[S:17])[S:26][CH3:27])=[O:25])=[O:39].[CH2:40]([O:41][C:42](=[O:43])[C:44]([N:45]1[CH:46]([CH:47]([C:48]([S:49][CH3:50])=[S:51])[CH3:52])[CH:53]([CH:54]([O:55][Si:56]([C:57]([CH3:58])([CH3:59])[CH3:60])([CH3:61])[CH3:62])[CH3:63])[C:64]1=[O:65])=[O:66])[CH:67]=[CH2:68].[CH3:69][c:70]1[cH:71][cH:72][cH:73][cH:74][cH:75]1.[P:1]([O:2][CH2:3][CH3:4])([O:5][CH2:6][CH3:7])[O:8][CH2:9][CH3:10]>>[CH2:11]([CH:12]=[CH2:13])[O:14][C:15]([C:16]1=[C:24]([S:26][CH3:27])[CH:22]([CH3:23])[CH:21]2[N:18]1[C:19](=[O:38])[CH:20]2[CH:28]([CH3:29])[O:30][Si:31]([CH3:32])([CH3:33])[C:34]([CH3:35])([CH3:36])[CH3:37])=[O:39]. Reactants: ClC1CCOCC1 (4-chlorotetrahydropyran), Mg, II (iodine), ClC1CCOCC1 (4-chlorotetrahydropyran), CN(C=CC(C)=O)C (1-(dimethylamino)but-1-en-3-one). The solvent is O1CCCC1 (tetrahydrofuran), O1CCCC1 (tetrahydrofuran). Run at temperature 50 celsius, time 1 hour. Yields the product O1CCC(CC1)C=CC(C)=O (1-(4-tetrahydropyranyl)but-1-en-3-one). Isolated yield 75.0%. Reaction SMILES: II.Cl[CH:4]1[CH2:9][CH2:8][O:7][CH2:6][CH2:5]1.CN(C)[CH:12]=[CH:13][C:14](=[O:16])[CH3:15]>O1CCCC1>[O:7]1[CH2:8][CH2:9][CH:4]([CH:12]=[CH:13][C:14](=[O:16])[CH3:15])[CH2:5][CH2:6]1. Reported procedure: 10.8 g (400 mmol) of Mg turnings are introduced into 30 ml of tetrahydrofuran containing a catalytic amount of iodine, and 5 ml of 4-chlorotetrahydropyran are added. The mixture is warmed to 50° C., and 45.2 g (375 mmol) of 4-chlorotetrahydropyran, dissolved in 120 ml of tetrahydrofuran, are added dropwise at such a rate that the internal temperature does not exceed 70° C. The mixture is stirred for a further 1 hour and subsequently cooled to room temperature. 42.4 g (375 mmol) of 1-(dimethylami...